From a dataset of the Open Reaction Database (ORD), a public repository of structured organic reaction records. describe an organic reaction: reactants, conditions, products, and yield Starting materials: C1CCOC1, CS(=O)(=O)c1nccc(-c2c(-c3ccc(F)cc3)c(=O)n3n2CCC3)n1, [H-], [Na+], [Na+], O=C([O-])O, Oc1ccccc1. The product is O=c1c(-c2ccc(F)cc2)c(-c2ccnc(Oc3ccccc3)n2)n2n1CCC2. RXN SMILES: [CH2:36]1[O:37][CH2:38][CH2:39][CH2:40]1.[F:10][c:11]1[cH:12][cH:13][c:14](-[c:17]2[c:18](-[c:26]3[n:27][c:28]([S:32]([CH3:33])(=[O:34])=[O:35])[n:29][cH:30][cH:31]3)[n:19]3[n:20]([c:24]2=[O:25])[CH2:21][CH2:22][CH2:23]3)[cH:15][cH:16]1.[H-:9].[Na+:45].[Na+:8].[O-:41][C:42]([OH:43])=[O:44].[OH:1][c:2]1[cH:3][cH:4][cH:5][cH:6][cH:7]1>>[O:1]([c:2]1[cH:3][cH:4][cH:5][cH:6][cH:7]1)[c:28]1[n:27][c:26](-[c:18]2[c:17](-[c:14]3[cH:13][cH:12][c:11]([F:10])[cH:16][cH:15]3)[c:24](=[O:25])[n:20]3[n:19]2[CH2:23][CH2:22][CH2:21]3)[cH:31][cH:30][n:29]1. Starting materials: C(c1ccc(cc1)Oc1ccc(cc1)[Cl])=O, CC1=CN=C(C=C1)N, [C-]#[N+]C1CCCCC1. Reagents/catalysts: O=C(O)C(F)(F)F (trifluoroacetic acid). Solvent: CC(C)O (isopropyl alcohol), CC(C)O (isopropylalcohol). Conditions: temperature 22 celsius, time 20 hour. The product is Cc1ccc2nc(c3ccc(cc3)Oc3ccc(cc3)[Cl])c(NC3CCCCC3)n2c1. Yield: 5.6%. As a reaction SMILES: CC1=CC=C(N)N=C1.[C-]#[N+]C1CCCCC1.ClC1=CC=C(OC2=CC=C(C=O)C=C2)C=C1>>CC1=CN2C(C=C1)=NC(=C2NC1CCCCC1)C1=CC=C(OC2=CC=C(Cl)C=C2)C=C1. The reactants are O (water), C([O-])([O-])=O.[K+].[K+] (potassium carbonate), BrCC(=O)OC(C)(C)C (tert.butyl bromoacetate), C(C1=CC=CC=C1)NC(=O)N1C=CC2=CC(=CC=C12)NS(=O)(=O)C1=CC(=CC(=C1)Cl)Cl (5-(3,5-dichloro-phenylsulphonylamino)-indole-1-carboxylic acid-benzylamide). Run in CN(C=O)C (dimethylformamide), C(C)(=O)OCC (ethyl acetate). Reaction conditions: time 4 hour. The product is C(C1=CC=CC=C1)NC(=O)N1C=CC2=CC(=CC=C12)N(S(=O)(=O)C1=CC(=CC(=C1)Cl)Cl)CC(=O)OC(C)(C)C (tert.butyl [(1-benzylcarbamoyl-1H-indol-5-yl)-(3,5-dichloro-phenylsulphonyl)-amino]-acetate). As a reaction SMILES: [CH2:1]([NH:8][C:9]([N:11]1[C:19]2[C:14](=[CH:15][C:16]([NH:20][S:21]([C:24]3[CH:29]=[C:28]([Cl:30])[CH:27]=[C:26]([Cl:31])[CH:25]=3)(=[O:23])=[O:22])=[CH:17][CH:18]=2)[CH:13]=[CH:12]1)=[O:10])[C:2]1[CH:7]=[CH:6][CH:5]=[CH:4][CH:3]=1.C(=O)([O-])[O-].[K+].[K+].Br[CH2:39][C:40]([O:42][C:43]([CH3:46])([CH3:45])[CH3:44])=[O:41].O>CN(C)C=O.C(OCC)(=O)C>[CH2:1]([NH:8][C:9]([N:11]1[C:19]2[C:14](=[CH:15][C:16]([N:20]([CH2:39][C:40]([O:42][C:43]([CH3:46])([CH3:45])[CH3:44])=[O:41])[S:21]([C:24]3[CH:29]=[C:28]([Cl:30])[CH:27]=[C:26]([Cl:31])[CH:25]=3)(=[O:23])=[O:22])=[CH:17][CH:18]=2)[CH:13]=[CH:12]1)=[O:10])[C:2]1[CH:7]=[CH:6][CH:5]=[CH:4][CH:3]=1 |f:1.2.3|. Procedure details: 150 mg 5-(3,5-dichloro-phenylsulphonylamino)-indole-1-carboxylic acid-benzylamide are dissolved in 5 ml dimethylformamide. 109 mg potassium carbonate and 51 μl tert.butyl bromoacetate are added thereto. The mixture is stirred for 4 hours at ambient temperature, the solvent is eliminated in vacuo and the residue is divided between water and ethyl acetate. The aqueous phase is extracted with ethyl acetate and the combined organic phases are dried on magnesium sulphate. The solvents are eliminated ... The reactants are C(C1=CC=CC=C1)(C1=CC=CC=C1)OCCCN1CCNCC1 (N-(3-benzhydroxypropyl) piperazine), CON1C(SC(C1(OCOCCOC)C(C=CC1=CC(=C(C(=C1)OC)OCOCCOC)OC)=O)OC)=S (3,5-dimethoxy-4-(β-methoxyethoxymethoxy) (3,5-dimethoxy-4(β-methoxyethoxymethoxy) phenyl-2-propenoyl]thiazolidine-2-thione). Solvent: O1CCCC1 (tetrahydrofuran), O1CCCC1 (tetrahydrofuran). Yields the product COC=1C=C(C=C(C1OCOCCOC)OC)C=CC(=O)N1CCN(CC1)CCCOC(C1=CC=CC=C1)C1=CC=CC=C1 (N-[3-[3,5-dimethoxy-4-(β-methoxyethoxymethoxy) phenyl]-2-propenoyl]-N'-(3-benzhydroxypropyl)piperazine). RXN SMILES: [CH:1]([O:14][CH2:15][CH2:16][CH2:17][N:18]1[CH2:23][CH2:22][NH:21][CH2:20][CH2:19]1)([C:8]1[CH:13]=[CH:12][CH:11]=[CH:10][CH:9]=1)[C:2]1[CH:7]=[CH:6][CH:5]=[CH:4][CH:3]=1.CON1C([C:38](=[O:58])[CH:39]=[CH:40][C:41]2[CH:46]=[C:45]([O:47][CH3:48])[C:44]([O:49][CH2:50][O:51][CH2:52][CH2:53][O:54][CH3:55])=[C:43]([O:56][CH3:57])[CH:42]=2)(OCOCCOC)C(OC)SC1=S>O1CCCC1>[CH3:48][O:47][C:45]1[CH:46]=[C:41]([CH:40]=[CH:39][C:38]([N:21]2[CH2:22][CH2:23][N:18]([CH2:17][CH2:16][CH2:15][O:14][CH:1]([C:2]3[CH:3]=[CH:4][CH:5]=[CH:6][CH:7]=3)[C:8]3[CH:13]=[CH:12][CH:11]=[CH:10][CH:9]=3)[CH2:19][CH2:20]2)=[O:58])[CH:42]=[C:43]([O:56][CH3:57])[C:44]=1[O:49][CH2:50][O:51][CH2:52][CH2:53][O:54][CH3:55]. Procedure: To a solution of 160 mg (0.52 mmol) of N-(3-benzhydroxypropyl) piperazine in dry tetrahydrofuran (5 ml) was added a solution of 206 mg (0.5 mmol) of N-[3-(3,5-dimethoxy-4-(β-methoxyethoxymethoxy) (3,5-dimethoxy-4(β-methoxyethoxymethoxy) phenyl-2-propenoyl]thiazolidine-2-thione in dry tetrahydrofuran, and the mixture was allowed to react at room temperature overnitht. The reaction mixture was concentrated by evaporation under reduced pressure, diluted with chloroform and washed, in turn, with 2N ... Starting materials: CO (MeOH), C(Cl)Cl (DCM), NC[C@H]1CN(CC[C@H]1O)CCN1C2=C(N=CC1=O)C=CC(=N2)OC (4-{2-[(3S,4R)-3-(aminomethyl)-4-hydroxy-1-piperidinyl]ethyl}-6-(methyloxy)pyrido[2,3-b]pyrazin-3(4H)-one), crude intermediate, C(C)(=O)O[BH-](OC(C)=O)OC(C)=O.[Na+] (sodium triacetoxyborohydride), CO (MeOH), O1CCOC=2C=NC(=CC21)C=O (2,3-dihydro[1,4]dioxino[2,3-c]pyridine-7-carbaldehyde), C(Cl)Cl (DCM), 4A. Conditions: time 18 hour. Product: [NH4+].[OH-] (NH4OH), free base, Cl.Cl.O1CCOC=2C=NC(=CC21)CNC[C@H]2CN(CC[C@H]2O)CCN2C1=C(N=CC2=O)C=CC(=N1)OC (4-[2-((3S,4R)-3-{[(2,3-Dihydro[1,4]dioxino[2,3-c]pyridin-7-ylmethyl)amino]methyl}-4-hydroxy-1-piperidinyl)ethyl]-6-(methyloxy)pyrido[2,3-b]pyrazin-3(4H)-one Dihydrochloride). Yield: 11.0%. As a reaction SMILES: [NH2:1][CH2:2][C@@H:3]1[C@H:8]([OH:9])[CH2:7][CH2:6][N:5]([CH2:10][CH2:11][N:12]2[C:17](=[O:18])[CH:16]=[N:15][C:14]3[CH:19]=[CH:20][C:21]([O:23][CH3:24])=[N:22][C:13]2=3)[CH2:4]1.CO.[O:27]1[C:36]2[CH:35]=[C:34]([CH:37]=O)[N:33]=[CH:32][C:31]=2[O:30][CH2:29][CH2:28]1.C(O[BH-](OC(=O)C)OC(=O)C)(=O)C.[Na+].C(Cl)[Cl:54]>>[NH4+:1].[OH-:9].[ClH:54].[ClH:54].[O:27]1[C:36]2[CH:35]=[C:34]([CH2:37][NH:1][CH2:2][C@@H:3]3[C@H:8]([OH:9])[CH2:7][CH2:6][N:5]([CH2:10][CH2:11][N:12]4[C:17](=[O:18])[CH:16]=[N:15][C:14]5[CH:19]=[CH:20][C:21]([O:23][CH3:24])=[N:22][C:13]4=5)[CH2:4]3)[N:33]=[CH:32][C:31]=2[O:30][CH2:29][CH2:28]1 |f:3.4,6.7,8.9.10|. Reported procedure: To a mixture of [4-{2-[(3S,4R)-3-(aminomethyl)-4-hydroxy-1-piperidinyl]ethyl}-6-(methyloxy)pyrido[2,3-b]pyrazin-3(4H)-one (for a preparation see Example 135(i); 0.157 g; 0.471 mmol) in anhydrous DCM (20 mL) and anhydrous MeOH (4 mL) was added 2,3-dihydro[1,4]dioxino[2,3-c]pyridine-7-carbaldehyde (for a synthesis see WO2004058144, Example 2(c) or WO03/087098, Example 19(d)) (0.042 g; 0.471 mmol) and activated 4A sieves. The reaction was stirred under N2 for 18 h. The crude intermediate was treate...